From a dataset of the Open Reaction Database (ORD), a public repository of structured organic reaction records. describe an organic reaction: reactants, conditions, products, and yield Starting materials: O=C(O)c1cc2ccccc2o1, NCc1ccc(F)cc1F. The reagents and catalysts are C1=CC=C(C=C1)P(=O)(C2=CC=CC=C2)Cl (DPPCI), CCN(C(C)C)C(C)C (DIPEA). Run in CN(C)C=O (DMF), CN(C)C=O (DMF), CN(C)C=O (DMF), CN(C)C=O (DMF), CN(C)C=O (DMF), CN(C)C=O (DMF). Reaction conditions: temperature 25 celsius, time 2 hour. Product: O=C(NCc1ccc(F)cc1F)c1cc2ccccc2o1. Yield: 14.7%. Reaction SMILES: NCc1ccc(F)cc1F.O=C(O)c1cc2ccccc2o1.C1=CC=C(C=C1)P(=O)(C2=CC=CC=C2)Cl.CCN(C(C)C)C(C)C.CN(C)C=O>>O=C(NCc1ccc(F)cc1F)c1cc2ccccc2o1. Starting materials: [OH-].[K+] (potassium hydroxide), CC1=CC=C(C=C1)C=1N=C2N(C=C(C=C2)C)C1C(C(=O)OCC)=O (ethyl 2-(4-methylphenyl)-6-methylimidazo[1,2-a]-pyridine-3-glyoxalate), [OH-].[K+] (potassium hydroxide), C(C)(=O)O (acetic acid), NN (hydrazine). The solvent is O (water), C(C)O (ethanol), CO (methanol). Reaction conditions: temperature 60 celsius. The product is CC1=CC=C(C=C1)C=1N=C2N(C=C(C=C2)C)C1CC(=O)O (2-(4-methylphenyl)-6-methylimidazo[1,2-a]-pyridine-3-acetic acid). Isolated yield 96.0%. Reaction SMILES: [OH-].[K+].[CH3:3][C:4]1[CH:9]=[CH:8][C:7]([C:10]2[N:11]=[C:12]3[CH:17]=[CH:16][C:15]([CH3:18])=[CH:14][N:13]3[C:19]=2[C:20](=O)[C:21]([O:23]CC)=[O:22])=[CH:6][CH:5]=1.NN.C(O)(=O)C>O.C(O)C.CO>[CH3:3][C:4]1[CH:5]=[CH:6][C:7]([C:10]2[N:11]=[C:12]3[CH:17]=[CH:16][C:15]([CH3:18])=[CH:14][N:13]3[C:19]=2[CH2:20][C:21]([OH:23])=[O:22])=[CH:8][CH:9]=1 |f:0.1|. Reported procedure: A solution of potassium hydroxide (90% titre; 30.3 g; 0.48 mols) in water (225 mL) and ethanol (65 mL) is added with ethyl 2-(4-methylphenyl)-6-methylimidazo[1,2-a]-pyridine-3-glyoxalate (141.5 g; 0.44 mols). The suspension is refluxed to obtain a yellow-orange solution, which is concentrated to reach a temperature of 98-100° C. and added with hydrazine (51.7% titre, 27.5 g; 0.44 mols). The solution is refluxed for 14 hours, then cooled to about 60° C., added with potassium hydroxide (90% titre,... Reactants: [H-], [Na+], C1CCOC1, O, C[SiH](C)OCc1c(C(C)(C)C)ccn(C2c3cc(C#N)ccc3OC(C)(C)C2O)c1=O. Product: C[SiH](C)OCc1c(C(C)(C)C)ccn(C2=CC(C)(C)Oc3ccc(C#N)cc32)c1=O. As a reaction SMILES: [H-:32].[Na+:33].[O:35]1[CH2:36][CH2:37][CH2:38][CH2:39]1.[OH2:34].[OH:1][CH:2]1[CH:3]([n:16]2[c:17](=[O:31])[c:18]([CH2:26][O:27][SiH:28]([CH3:29])[CH3:30])[c:19]([C:22]([CH3:23])([CH3:24])[CH3:25])[cH:20][cH:21]2)[c:4]2[c:5]([cH:10][cH:11][c:12]([C:14]#[N:15])[cH:13]2)[O:6][C:7]1([CH3:8])[CH3:9]>>[CH:2]1=[C:3]([n:16]2[c:17](=[O:31])[c:18]([CH2:26][O:27][SiH:28]([CH3:29])[CH3:30])[c:19]([C:22]([CH3:23])([CH3:24])[CH3:25])[cH:20][cH:21]2)[c:4]2[c:5]([cH:10][cH:11][c:12]([C:14]#[N:15])[cH:13]2)[O:6][C:7]1([CH3:8])[CH3:9]. Starting materials: CC(=O)O[BH-](OC(C)=O)OC(C)=O, C[N+](C)(C)C, ClCCCl, O=Cc1ccc(F)cc1F, CC(C)(C)OC(=O)NC1CNc2ccccc2C1. Yields the product CC(C)(C)OC(=O)NC1Cc2ccccc2N(Cc2ccc(F)cc2F)C1. As a reaction SMILES: [C:29]([O:30][BH-:31]([O:32][C:33](=[O:34])[CH3:35])[O:36][C:37](=[O:38])[CH3:39])(=[O:40])[CH3:41].[CH3:42][N+:43]([CH3:44])([CH3:45])[CH3:46].[Cl:47][CH2:48][CH2:49][Cl:50].[F:19][c:20]1[c:21]([CH:22]=[O:23])[cH:24][cH:25][c:26]([F:28])[cH:27]1.[NH:1]1[CH2:2][CH:3]([NH:11][C:12]([O:13][C:14]([CH3:15])([CH3:16])[CH3:17])=[O:18])[CH2:4][c:5]2[cH:6][cH:7][cH:8][cH:9][c:10]21>>[N:1]1([CH2:22][c:21]2[c:20]([F:19])[cH:27][c:26]([F:28])[cH:25][cH:24]2)[CH2:2][CH:3]([NH:11][C:12]([O:13][C:14]([CH3:15])([CH3:16])[CH3:17])=[O:18])[CH2:4][c:5]2[cH:6][cH:7][cH:8][cH:9][c:10]21. Reactants: Grignard reagent, C(=O)([O-])C(O)C(O)C(=O)[O-].[Na+].[K+] (potassium sodium tartrate), BrC1=CC=C(C#N)C=C1 (4-bromobenzonitrile), CON(C(C(C(C)(C)C)NC(OC(C)(C)C)=O)=O)C (tert-butyl 1-(methoxy(methyl)amino)-3,3-dimethyl-1-oxobutan-2-ylcarbamate). Run in C1CCOC1 (THF), C1CCOC1 (THF), O (water). Reaction conditions: temperature -20 celsius, time 3 hour. Yields the product C(#N)C1=CC=C(C=C1)C(C(C(C)(C)C)NC(OC(C)(C)C)=O)=O (tert-Butyl 1-(4-cyanophenyl)-3,3-dimethyl-1-oxobutan-2-ylcarbamate). As a reaction SMILES: Br[C:2]1[CH:9]=[CH:8][C:5]([C:6]#[N:7])=[CH:4][CH:3]=1.CON(C)[C:13](=[O:27])[CH:14]([NH:19][C:20](=[O:26])[O:21][C:22]([CH3:25])([CH3:24])[CH3:23])[C:15]([CH3:18])([CH3:17])[CH3:16].C(C(C(C([O-])=O)O)O)([O-])=O.[Na+].[K+]>C1COCC1.O>[C:6]([C:5]1[CH:8]=[CH:9][C:2]([C:13](=[O:27])[CH:14]([NH:19][C:20](=[O:26])[O:21][C:22]([CH3:25])([CH3:24])[CH3:23])[C:15]([CH3:18])([CH3:17])[CH3:16])=[CH:3][CH:4]=1)#[N:7] |f:2.3.4|. Procedure details: To a dried and cleaned 10 L cryo reactor was added 4-bromobenzonitrile (321 g; 1.74 mol; 2.5 eq) and THF (995 mL; 5.0 vol). The stirred mixture was inerted under a nitrogen atmosphere and cooled (Tj −20° C.). To the cooled mixture at Tj −13° C. Turbo Grignard reagent (Turbo Grignard Reagent from Chemetall equal to iPrMgCl/LiCl 14% w/w in THF; 1.81 L; 2.5 eq) was charged under the nitrogen atmosphere while maintaining the temperature below approx −10° C. during 1 h 14 min. The reaction intermedia...